This data is from the Open Reaction Database (ORD), a public repository of structured organic reaction records. The task is: describe an organic reaction: reactants, conditions, products, and yield Reactants: CC(C)(C)OC(=O)N1CCC1COc1cncc(C#C[Si](C)(C)C)c1, CCOC(C)=O, CCCCCC, CCOC(C)=O, CO, [K+], [OH-]. As a reaction SMILES: [C:3]([CH3:4])([CH3:5])([CH3:6])[O:7][C:8](=[O:9])[N:10]1[CH:11]([CH2:14][O:15][c:16]2[cH:17][n:18][cH:19][c:20]([C:22]#[C:23][Si:24]([CH3:25])([CH3:26])[CH3:27])[cH:21]2)[CH2:12][CH2:13]1.[CH3:28][CH2:29][O:30][C:31]([CH3:32])=[O:33].[CH3:34][CH2:35][CH2:36][CH2:37][CH2:38][CH3:39].[CH3:40][CH2:41][O:42][C:43]([CH3:44])=[O:45].[CH3:46][OH:47].[K+:2].[OH-:1]>>[C:3]([CH3:4])([CH3:5])([CH3:6])[O:7][C:8](=[O:9])[N:10]1[CH:11]([CH2:14][O:15][c:16]2[cH:17][n:18][cH:19][c:20]([C:22]#[CH:23])[cH:21]2)[CH2:12][CH2:13]1. Product: C#Cc1cncc(OCC2CCN2C(=O)OC(C)(C)C)c1. The reactants are COC1=CC=C(C=C1)C(=CCO)C1=CC=C(C=C1)OC (3,3-bis(4-methoxy-phenyl)-prop-2-en-1-ol), C1(=CC=CC=C1)P(C1=CC=CC=C1)C1=CC=CC=C1 (triphenylphosphine), C(C)OC(C(CC1=CC=C(C=C1)O)OCC)=O (2-ethoxy-3-(4-hydroxy-phenyl)-propionic acid ethyl ester), CCOC(=O)/N=N/C(=O)OCC (diethylazodicarboxylate). The product is C(C)OC(C(CC1=CC=C(C=C1)OCC=C(C1=CC=C(C=C1)OC)C1=CC=C(C=C1)OC)OCC)=O (3-{4-[3,3-Bis-(4-methoxy-phenyl)-allyloxy]-phenyl}-2-ethoxy-propionic acid ethyl ester). Isolated yield 22.9%. RXN SMILES: [CH3:1][O:2][C:3]1[CH:8]=[CH:7][C:6]([C:9]([C:13]2[CH:18]=[CH:17][C:16]([O:19][CH3:20])=[CH:15][CH:14]=2)=[CH:10][CH2:11][OH:12])=[CH:5][CH:4]=1.C1(P(C2C=CC=CC=2)C2C=CC=CC=2)C=CC=CC=1.[CH2:40]([O:42][C:43](=[O:56])[CH:44]([O:53][CH2:54][CH3:55])[CH2:45][C:46]1[CH:51]=[CH:50][C:49](O)=[CH:48][CH:47]=1)[CH3:41].CCOC(/N=N/C(OCC)=O)=O>>[CH2:40]([O:42][C:43](=[O:56])[CH:44]([O:53][CH2:54][CH3:55])[CH2:45][C:46]1[CH:51]=[CH:50][C:49]([O:12][CH2:11][CH:10]=[C:9]([C:6]2[CH:5]=[CH:4][C:3]([O:2][CH3:1])=[CH:8][CH:7]=2)[C:13]2[CH:14]=[CH:15][C:16]([O:19][CH3:20])=[CH:17][CH:18]=2)=[CH:48][CH:47]=1)[CH3:41]. Procedure details: Reaction of 3,3-bis(4-methoxy-phenyl)-prop-2-en-1-ol (216 mg, 0.8 mmol), triphenylphosphine (240 mg, 0.9 mmol), 2-ethoxy-3-(4-hydroxy-phenyl)-propionic acid ethyl ester (240 mg, 1.0 mmol) and diethylazodicarboxylate (0.11 mL, 0.9 mmol) in an identical manner to Example 1 gave the title compound (90 mg). The reactants are COC=1C=C(C=C(C1OCCO)OC)NC1=NC=CC(=N1)SC1=CC(=CC=C1)OC (N-[3,5-dimethoxy-4-(2-hydroxyethoxy)phenyl]-4-(3-methoxyphenylsulphanyl)-2-pyrimidineamine), C1(=CC=C(C=C1)S(=O)(=O)Cl)C (p-toluenesulphonyl chloride), N1=CC=CC=C1 (pyridine), S(=O)(=O)([O-])C1=CC=C(C)C=C1 (tosylate), Cl (hydrochloric acid). The solvent is O (Water). Yields the product Cl.Cl.COC=1C=C(C=C(C1OCCN1CCCC1)OC)NC1=NC=CC(=N1)SC1=CC(=CC=C1)OC (N-{3,5-Dimethoxy-4-[2-(pyrrolidin-1-yl)ethoxy]phenyl}-4-(3-methoxyphenylsulphanyl)-2-pyrimidineamine dihydrochloride). Reaction SMILES: S(C1C=CC(C)=CC=1)([O-])(=O)=O.[CH3:12][O:13][C:14]1[CH:15]=[C:16]([NH:26][C:27]2[N:32]=[C:31]([S:33][C:34]3[CH:39]=[CH:38][CH:37]=[C:36]([O:40][CH3:41])[CH:35]=3)[CH:30]=[CH:29][N:28]=2)[CH:17]=[C:18]([O:24][CH3:25])[C:19]=1[O:20][CH2:21][CH2:22]O.C1(C)C=CC(S([Cl:51])(=O)=O)=CC=1.[ClH:53].[N:54]1[CH:59]=[CH:58][CH:57]=[CH:56]C=1>O>[ClH:51].[ClH:53].[CH3:12][O:13][C:14]1[CH:15]=[C:16]([NH:26][C:27]2[N:32]=[C:31]([S:33][C:34]3[CH:39]=[CH:38][CH:37]=[C:36]([O:40][CH3:41])[CH:35]=3)[CH:30]=[CH:29][N:28]=2)[CH:17]=[C:18]([O:24][CH3:25])[C:19]=1[O:20][CH2:21][CH2:22][N:54]1[CH2:56][CH2:57][CH2:58][CH2:59]1 |f:6.7.8|. Reported procedure: The tosylate used as starting material was prepared by treating a solution of N-[3,5-dimethoxy-4-(2-hydroxyethoxy)phenyl]-4-(3-methoxyphenylsulphanyl)-2-pyrimidineamine (2.0 g, 4.3 mmol) in pyridine (6 ml) with p-toluenesulphonyl chloride (3.28 g, 17.2 mmol) at room temperature for 2 h. Water (25 ml) was added to the reaction followed by acidification with 2M hydrochloric acid, and this was extracted with ethyl acetate (100 ml). The organic phase was washed with 2M hydrochloric acid (100 ml) and... Reaction conditions: time 24 hour. Reported procedure: Ethyl 4-[(3-(N-ethoxycarbonyl)-4-chlorobenzenesulfonamido]-2-(3-pyridyl)}propyl]phenoxyacetate (181 mg) was dissolved in 2 ml of ethanol, followed by addition of 2 ml of aqueous 1N sodium hydroxide solution, and stirred at room temperature for 24 hours. The reaction mixture was concentrated under reduced pressure. To the residue was added 1N hydrogen chloride for neutralization, and the deposited crystalline was filtered to obtain 89 mg of [3-(4-chlorobenzenesulfonamido)-2-(3-pyridyl)}propyl]phe... The solvent is C(C)O (ethanol). Starting materials: O(C1=CC=CC=C1)CC(=O)[O-] (phenoxyacetate), [OH-].[Na+] (sodium hydroxide). Reaction SMILES: [O:1]([CH2:8][C:9]([O-:11])=[O:10])[C:2]1[CH:7]=[CH:6][CH:5]=[CH:4][CH:3]=1.[OH-].[Na+]>C(O)C>[O:1]([CH2:8][C:9]([OH:11])=[O:10])[C:2]1[CH:7]=[CH:6][CH:5]=[CH:4][CH:3]=1 |f:1.2|. Yields the product O(C1=CC=CC=C1)CC(=O)O (phenoxyacetic acid). Starting materials: C1CNCCN1, Cc1ccc2c(c1)c(Cl)c(C#N)c(=O)n2Cc1ccc(F)cc1, ClCCl. Yields the product Cc1ccc2c(c1)c(N1CCNCC1)c(C#N)c(=O)n2Cc1ccc(F)cc1. RXN SMILES: [CH2:24]1[CH2:25][NH:26][CH2:27][CH2:28][NH:29]1.[Cl:1][c:2]1[c:3]([C:22]#[N:23])[c:4](=[O:21])[n:5]([CH2:13][c:14]2[cH:15][cH:16][c:17]([F:20])[cH:18][cH:19]2)[c:6]2[cH:7][cH:8][c:9]([CH3:12])[cH:10][c:11]12.[Cl:30][CH2:31][Cl:32]>>[c:2]1([N:26]2[CH2:25][CH2:24][NH:29][CH2:28][CH2:27]2)[c:3]([C:22]#[N:23])[c:4](=[O:21])[n:5]([CH2:13][c:14]2[cH:15][cH:16][c:17]([F:20])[cH:18][cH:19]2)[c:6]2[cH:7][cH:8][c:9]([CH3:12])[cH:10][c:11]12.